From a dataset of the Open Reaction Database (ORD), a public repository of structured organic reaction records. describe an organic reaction: reactants, conditions, products, and yield The reactants are C([O-])([O-])=O.[Na+].[Na+] (sodium carbonate), CC1(OB(OC1(C)C)C=1C=C2CCCOC2=CC1)C (6-(4,4,5,5-tetramethyl-1,3,2-dioxaborolan-2-yl)chroman), BrC=1C2=C(SC1C(C(=O)OC)OC(C)(C)C)C=CC=C2C (methyl (3-bromo-4-methyl-benzo[b]thiophen-2-yl)-tert-butoxy-acetate), CN(C=O)C (dimethylformamide). Reagents/catalysts: C1(=CC=CC=C1)P(C1=CC=CC=C1)C1=CC=CC=C1.C1(=CC=CC=C1)P(C1=CC=CC=C1)C1=CC=CC=C1.C1(=CC=CC=C1)P(C1=CC=CC=C1)C1=CC=CC=C1.C1(=CC=CC=C1)P(C1=CC=CC=C1)C1=CC=CC=C1.[Pd] (palladium tetrakis(triphenylphosphine)). Run in O (water). Conditions: temperature 100 celsius. The product is C(C)(C)(C)OC(C(=O)OC)C=1SC2=C(C1C=1C=CC3=C(CCCO3)C1)C(=CC=C2)C (methyl 2-(tert-butoxy)-2-[3-(3,4-dihydro-2H-1-benzopyran-6-yl)-4-methyl-1-benzothiophen-2-yl]acetate). The yield is 53.6%. As a reaction SMILES: C(=O)([O-])[O-].[Na+].[Na+].CC1(C)C(C)(C)OB([C:15]2[CH:16]=[C:17]3[C:22](=[CH:23][CH:24]=2)[O:21][CH2:20][CH2:19][CH2:18]3)O1.Br[C:27]1[C:28]2[C:45]([CH3:46])=[CH:44][CH:43]=[CH:42][C:29]=2[S:30][C:31]=1[CH:32]([O:37][C:38]([CH3:41])([CH3:40])[CH3:39])[C:33]([O:35][CH3:36])=[O:34].CN(C)C=O>O.C1(P(C2C=CC=CC=2)C2C=CC=CC=2)C=CC=CC=1.C1(P(C2C=CC=CC=2)C2C=CC=CC=2)C=CC=CC=1.C1(P(C2C=CC=CC=2)C2C=CC=CC=2)C=CC=CC=1.C1(P(C2C=CC=CC=2)C2C=CC=CC=2)C=CC=CC=1.[Pd]>[C:38]([O:37][CH:32]([C:31]1[S:30][C:29]2[CH:42]=[CH:43][CH:44]=[C:45]([CH3:46])[C:28]=2[C:27]=1[C:15]1[CH:24]=[CH:23][C:22]2[O:21][CH2:20][CH2:19][CH2:18][C:17]=2[CH:16]=1)[C:33]([O:35][CH3:36])=[O:34])([CH3:41])([CH3:40])[CH3:39] |f:0.1.2,7.8.9.10.11|. Procedure: Under a nitrogen atmosphere, sodium carbonate (33 mg, 0.3 mmol), palladium tetrakis(triphenylphosphine) (35 mg, 0.03 mmol) and 6-(4,4,5,5-tetramethyl-1,3,2-dioxaborolan-2-yl)chroman (78 mg, 0.3 mmol) were added to a solution of methyl (3-bromo-4-methyl-benzo[b]thiophen-2-yl)-tert-butoxy-acetate (23i) (100 mg, 0.28 mmol) in a mixture of water (1 mL) and N,N(-dimethylformamide (3 mL). The mixture was heated at 100° C. for 1 hour. The mixture was then cooled at room temperature, concentrated in vac... Starting materials: ClC1=CC=C(OC(C(C(COC2=CC=C(C=C2)Cl)(C)C)=O)Br)C=C1 (1,4-bis-(4-chlorophenoxy)-1-bromo-3,3-dimethyl-butan-2-one), O.O.O.O.C1(=CC=CC=2C(=CC=CC12)S(=O)(=O)O)S(=O)(=O)O (1,5-naphthalenedisulphonic acid tetrahydrate), N1N=CN=C1 (1,2,4-triazole). Run in CC(=O)C (acetone), C(C)#N (acetonitrile). Yields the product ClC1=CC=C(OC(C(C(COC2=CC=C(C=C2)Cl)(C)C)=O)N2N=CN=C2)C=C1 (1,4-bis-(4-chlorophenoxy)-3,3-dimethyl-1-(1,2,4-triazol-1-yl)-butan-2-one). Yield: 58.5%. RXN SMILES: [Cl:1][C:2]1[CH:24]=[CH:23][C:5]([O:6][CH:7](Br)[C:8](=[O:21])[C:9]([CH3:20])([CH3:19])[CH2:10][O:11][C:12]2[CH:17]=[CH:16][C:15]([Cl:18])=[CH:14][CH:13]=2)=[CH:4][CH:3]=1.[NH:25]1[CH:29]=[N:28][CH:27]=[N:26]1.O.O.O.O.C1(S(O)(=O)=O)C2C=CC=C(S(O)(=O)=O)C=2C=CC=1>C(#N)C.CC(C)=O>[Cl:1][C:2]1[CH:24]=[CH:23][C:5]([O:6][CH:7]([N:25]2[CH:29]=[N:28][CH:27]=[N:26]2)[C:8](=[O:21])[C:9]([CH3:20])([CH3:19])[CH2:10][O:11][C:12]2[CH:17]=[CH:16][C:15]([Cl:18])=[CH:14][CH:13]=2)=[CH:4][CH:3]=1 |f:2.3.4.5.6|. Procedure: 21.6 g (0.05 mol) of crude 1,4-bis-(4-chlorophenoxy)-1-bromo-3,3-dimethyl-butan-2-one were stirred under reflux with 14 g (0.2 mol) of 1,2,4-triazole in 100 ml of acetonitrile for 17 hours. The mixture was then concentrated by distilling off the solvent under reduced pressure. The residue was taken up in 400 ml of methylene chloride and the mixture was extracted by shaking three times with 800 ml of water each time, dried over sodium sulphate and concentrated. The residue was taken up in 100 ml ... Starting materials: BrCCCCC1=CC(=C(S1)C1OCCO1)C (2-[5-(4-Bromobutyl)-3-methyl-2-thienyl]-1,3-dioxolane), C1(C=2C(C(N1)=O)=CC=CC2)=O.[K] (potassium phthalimide), O (water). Solvent: CN(C=O)C (dimethylformamide). Reaction conditions: time 18 hour. The product is O1C(OCC1)C1=C(C=C(S1)C(CCC)N1C(C2=CC=CC=C2C1=O)=O)C (N-[[5-(1,3-Dioxolan-2-yl)-4-methyl-2-thienyl]-4-butyl]isoindole-1,3(2H)-dione). The yield is 99.5%. RXN SMILES: Br[CH2:2][CH2:3][CH2:4][CH2:5][C:6]1[S:10][C:9]([CH:11]2[O:15][CH2:14][CH2:13][O:12]2)=[C:8]([CH3:16])[CH:7]=1.[C:17]1(=[O:27])[NH:21][C:20](=[O:22])[C:19]2=[CH:23][CH:24]=[CH:25][CH:26]=[C:18]12.[K].O>CN(C)C=O>[O:12]1[CH2:13][CH2:14][O:15][CH:11]1[C:9]1[S:10][C:6]([CH:5]([N:21]2[C:17](=[O:27])[C:18]3[C:19](=[CH:23][CH:24]=[CH:25][CH:26]=3)[C:20]2=[O:22])[CH2:4][CH2:3][CH3:2])=[CH:7][C:8]=1[CH3:16] |f:1.2,^1:27|. Reported procedure: 2-[5-(4-Bromobutyl)-3-methyl-2-thienyl]-1,3-dioxolane (13.3 g) and potassium phthalimide (8.9 g) were stirred at 50° in dry dimethylformamide (130 ml) for 4 h and then at room temperature for 18 h. The mixture was poured into water (1500 ml) and extracted with ether. The organic extract was evaporated to give the title compound as a light yellow oil (16.1 g) Procedure: The title compound, white solid (54 mg, 62%), MS (ISP) m/z=352.5 [(M+H)+], mp 278° C., was prepared in accordance with the general method of example 1 from 7-bromo-11-methyl-1-oxo-2,3,4,5-tetrahydro-[1,4]diazepino[1,2-a]indole-9-carbonitrile (intermediate 17) (79.5 mg, 0.25 mmol) and commercially available 3,4-difluoro-phenylboronic acid (51.3 mg, 0.325 mmol). RXN SMILES: Br[C:2]1[C:10]2[N:9]3[CH2:11][CH2:12][CH2:13][NH:14][C:15](=[O:16])[C:8]3=[C:7]([CH3:17])[C:6]=2[CH:5]=[C:4]([C:18]#[N:19])[CH:3]=1.[F:20][C:21]1[CH:22]=[C:23](B(O)O)[CH:24]=[CH:25][C:26]=1[F:27]>>[F:20][C:21]1[CH:22]=[C:23]([C:2]2[C:10]3[N:9]4[CH2:11][CH2:12][CH2:13][NH:14][C:15](=[O:16])[C:8]4=[C:7]([CH3:17])[C:6]=3[CH:5]=[C:4]([C:18]#[N:19])[CH:3]=2)[CH:24]=[CH:25][C:26]=1[F:27]. Product: FC=1C=C(C=CC1F)C1=CC(=CC=2C(=C3N(C12)CCCNC3=O)C)C#N (7-(3,4-Difluorophenyl)-11-methyl-1-oxo-2,3,4,5-tetrahydro-[1,4]diazepino[1,2-a]indole-9-carbonitrile). The reactants are solid, BrC1=CC(=CC=2C(=C3N(C12)CCCNC3=O)C)C#N (7-bromo-11-methyl-1-oxo-2,3,4,5-tetrahydro-[1,4]diazepino[1,2-a]indole-9-carbonitrile), BrC1=CC(=CC=2C(=C3N(C12)CCCNC3=O)C)C#N (7-bromo-11-methyl-1-oxo-2,3,4,5-tetrahydro-[1,4]diazepino[1,2-a]indole-9-carbonitrile), FC=1C=C(C=CC1F)B(O)O (3,4-difluoro-phenylboronic acid). The reactants are C(C)OC=C(C(=O)OCC)C(CCC)=O (Ethyl 2-(ethoxymethylene)-3-oxohexanoate), C(C)OC=1C=CC(=NC1C)N (5-ethoxy-6-methylpyridin-2-amine). Run in IMS, IMS. Product: C(C)OC=1C=CC(=NC1C)NC=C(C(=O)OCC)C(CCC)=O (ethyl 2-(5-ethoxy-6-methylpyrid-2-ylaminomethylene)-3-oxohexanoate). As a reaction SMILES: C(O[CH:4]=[C:5]([C:11](=[O:15])[CH2:12][CH2:13][CH3:14])[C:6]([O:8][CH2:9][CH3:10])=[O:7])C.[CH2:16]([O:18][C:19]1[CH:20]=[CH:21][C:22]([NH2:26])=[N:23][C:24]=1[CH3:25])[CH3:17]>>[CH2:16]([O:18][C:19]1[CH:20]=[CH:21][C:22]([NH:26][CH:4]=[C:5]([C:11](=[O:15])[CH2:12][CH2:13][CH3:14])[C:6]([O:8][CH2:9][CH3:10])=[O:7])=[N:23][C:24]=1[CH3:25])[CH3:17]. Procedure details: Ethyl 2-(ethoxymethylene)-3-oxohexanoate (22.4 g) was added to a suspension of 5-ethoxy-6-methylpyridin-2-amine (14.9 g) in IMS (50 ml). After the initial exotherm had subsided IMS (100 ml) was added and the mixture boiled under reflux until a solution was obtained. This solution was cooled and filtered to give ethyl 2-(5-ethoxy-6-methylpyrid-2-ylaminomethylene)-3-oxohexanoate, m.p. 117°-120° C.